This data is from the Open Reaction Database (ORD), a public repository of structured organic reaction records. The task is: describe an organic reaction: reactants, conditions, products, and yield Reactants: [Br-], CNC(=O)C(CC(=O)N(CC(=O)NOCc1ccccc1)CC(C)C)CC(C)C, [K+]. The product is CNC(=O)C(CC(=O)N(CC(=O)NO)CC(C)C)CC(C)C. RXN SMILES: [Br-:30].[CH2:1]([c:2]1[cH:3][cH:4][cH:5][cH:6][cH:7]1)[O:8][NH:9][C:10](=[O:11])[CH2:12][N:13]([C:14]([CH2:15][CH:16]([C:17](=[O:18])[NH:19][CH3:20])[CH2:21][CH:22]([CH3:23])[CH3:24])=[O:25])[CH2:26][CH:27]([CH3:28])[CH3:29].[K+:31]>>[OH:8][NH:9][C:10](=[O:11])[CH2:12][N:13]([C:14]([CH2:15][CH:16]([C:17](=[O:18])[NH:19][CH3:20])[CH2:21][CH:22]([CH3:23])[CH3:24])=[O:25])[CH2:26][CH:27]([CH3:28])[CH3:29]. The reactants are FC=1C(=NC(=NC1)N1CC2(N=C(SCC2C1)N)C=1C=NC=CC1)C(C)C (Racemic 6-(5-fluoro-4-isopropyl-pyrimidin-2-yl)-7a-(3-pyridyl)-4,4a,5,7-tetrahydropyrrolo[3,4-d][1,3]thiazin-2-amine), CO (methanol). The solvent is C(=O)=O (CO2). Yields the product FC=1C(=NC(=NC1)N1C[C@@]2(N=C(SC[C@@H]2C1)N)C=1C=NC=CC1)C(C)C ((4aR,7aS)-6-(5-Fluoro-4-isopropyl-pyrimidin-2-yl)-7a-(3-pyridyl)-4,4a,5,7-tetrahydropyrrolo[3,4-d][1,3]thiazin-2-amine). The yield is 33.8%. Reaction SMILES: [F:1][C:2]1[C:3]([CH:24]([CH3:26])[CH3:25])=[N:4][C:5]([N:8]2[CH2:16][CH:15]3[C:10]([C:18]4[CH:19]=[N:20][CH:21]=[CH:22][CH:23]=4)([N:11]=[C:12]([NH2:17])[S:13][CH2:14]3)[CH2:9]2)=[N:6][CH:7]=1.CO>C(=O)=O>[F:1][C:2]1[C:3]([CH:24]([CH3:26])[CH3:25])=[N:4][C:5]([N:8]2[CH2:16][C@@H:15]3[C@@:10]([C:18]4[CH:19]=[N:20][CH:21]=[CH:22][CH:23]=4)([N:11]=[C:12]([NH2:17])[S:13][CH2:14]3)[CH2:9]2)=[N:6][CH:7]=1. Reported procedure: Racemic 6-(5-fluoro-4-isopropyl-pyrimidin-2-yl)-7a-(3-pyridyl)-4,4a,5,7-tetrahydropyrrolo[3,4-d][1,3]thiazin-2-amine (210 mg, 0.564 mmol) is separated into its constituent enantiomers by chiral SFC (Column: Chiralcel OD-H (5μ), 21.2×250 mm; eluent: 25% methanol (0.2% diethylmethylamine) in CO2; flow: 70 mL/min at UV 260 nm). The first eluting isomer is further purified again by chiral SFC (Column: Chiralcel OD-H (5μ), 21.2×250 mm; eluent: 15% methanol (0.2% diethylmethylamine) in CO2; flow: 70 m... Reactants: ClC=1C=CC=C(C1C(=O)O)N (6-chloroanthranilic acid), S(=O)(Cl)Cl (thionyl chloride), FC=1C=C(C(=O)Cl)C=CC1 (3-fluorobenzoyl chloride), [OH-].[Na+] (sodium hydroxide). The reagents and catalysts are [Cl-].C(C1=CC=CC=C1)[P+](C1=CC=CC=C1)(C1=CC=CC=C1)C1=CC=CC=C1 (benzyltriphenylphosphonium chloride). Solvent: ClCCCl (1,2-dichloroethane). Product: ClC1=CC=CC2=C1C(OC(=N2)C2=CC(=CC=C2)F)=O (5-chloro-2-(m-fluorophenyl)-4H-3,1-benzoxazin-4-one). Yield: 99.9%. Reaction SMILES: [Cl:1][C:2]1[CH:3]=[CH:4][CH:5]=[C:6]([NH2:11])[C:7]=1[C:8]([OH:10])=[O:9].[F:12][C:13]1[CH:14]=[C:15]([CH:19]=[CH:20][CH:21]=1)[C:16](Cl)=O.[OH-].[Na+].S(Cl)(Cl)=O>[Cl-].C([P+](C1C=CC=CC=1)(C1C=CC=CC=1)C1C=CC=CC=1)C1C=CC=CC=1.ClCCCl>[Cl:1][C:2]1[C:7]2[C:8](=[O:10])[O:9][C:16]([C:15]3[CH:19]=[CH:20][CH:21]=[C:13]([F:12])[CH:14]=3)=[N:11][C:6]=2[CH:5]=[CH:4][CH:3]=1 |f:2.3,5.6|. Procedure: When 42.9 g of 6-chloroanthranilic acid, 39.6 g of 3-fluorobenzoyl chloride, 20 g of 50% strength sodium hydroxide solution, 0.45 g of benzyltriphenylphosphonium chloride, 620 g of 1,2-dichloroethane and 32.7 g of thionyl chloride are used as starting materials and the procedure described in Example 1 is employed, 68.8 g of 5-chloro-2-(m-fluorophenyl)-4H-3,1-benzoxazin-4-one of melting point 120°-123° C. are obtained. The yield is virtually quantitative and the purity is 98% according to HPLC. Reactants: CCNCC, [I-], [Na+], CN(C)C=O, ClCCCOc1cccc2c1c1cccc3c1n2C(c1ccccc1)CO3. Reaction SMILES: [CH2:28]([CH3:29])[NH:30][CH2:31][CH3:32].[I-:34].[Na+:33].[O:35]=[CH:36][N:37]([CH3:38])[CH3:39].[c:1]1([CH:7]2[CH2:8][O:9][c:10]3[cH:11][cH:12][cH:13][c:14]4[c:15]5[c:16]([O:23][CH2:24][CH2:25][CH2:26][Cl:27])[cH:17][cH:18][cH:19][c:20]5[n:21]2[c:22]34)[cH:2][cH:3][cH:4][cH:5][cH:6]1>>[c:1]1([CH:7]2[CH2:8][O:9][c:10]3[cH:11][cH:12][cH:13][c:14]4[c:15]5[c:16]([O:23][CH2:24][CH2:25][CH2:26][N:30]([CH2:28][CH3:29])[CH2:31][CH3:32])[cH:17][cH:18][cH:19][c:20]5[n:21]2[c:22]34)[cH:2][cH:3][cH:4][cH:5][cH:6]1. Yields the product CCN(CC)CCCOc1cccc2c1c1cccc3c1n2C(c1ccccc1)CO3. Reactants: ClC1=CC=2N=C(CC2S1)C(=O)O (2-Chloro-5-carboxy-6H-thieno[3,2-b]pyrrole), N[C@H]1[C@@H](C2=CC=CC=C2C1)NC(=O)OC(C)(C)C (trans-2-amino-1-[(1,1-dimethylethoxy)carbonylamino]indan), CCN(C(C)C)C(C)C (DIPEA), C=1C=CC2=C(C1)N=NN2O (HOBT), CCN=C=NCCCN(C)C (EDCI). The solvent is C(Cl)Cl (DCM). Run at time 5 minute. Product: C(C)(C)(C)OC(N[C@H]1[C@@H](CC2=CC=CC=C12)NC(=O)C1=CC2=C(N1)SC(=C2)Cl)=O (tert-Butyl((1R,2R)-2-{[(2-chloro-6H-thieno[2,3-b]pyrrol-5-yl)carbonyl]amino}-2,3-dihydro-1H-inden-1-yl)carbamate). The yield is 98.2%. Reaction SMILES: [Cl:1][C:2]1[S:9]C2CC(C(O)=O)=NC=2[CH:3]=1.[NH2:13][C@@H:14]1[CH2:22][C:21]2[C:16](=[CH:17][CH:18]=[CH:19][CH:20]=2)[C@H:15]1[NH:23][C:24]([O:26][C:27]([CH3:30])([CH3:29])[CH3:28])=[O:25].CC[N:33]([CH:37]([CH3:39])C)[CH:34]([CH3:36])[CH3:35].C1C=CC2N([OH:49])N=NC=2C=1.CCN=C=NCCCN(C)C>C(Cl)Cl>[C:27]([O:26][C:24](=[O:25])[NH:23][C@@H:15]1[C:16]2[C:21](=[CH:20][CH:19]=[CH:18][CH:17]=2)[CH2:22][C@H:14]1[NH:13][C:36]([C:34]1[NH:33][C:37]2[S:9][C:2]([Cl:1])=[CH:3][C:39]=2[CH:35]=1)=[O:49])([CH3:30])([CH3:29])[CH3:28]. Procedure: 2-Chloro-5-carboxy-6H-thieno[3,2-b]pyrrole (Method 4a, 5.0 g, 25.0 mmol), trans-2-amino-1-[(1,1-dimethylethoxy)carbonylamino]indan (Method 6, 6.25 g, 25.0 mmol), DIPEA (4.35 mL, 25.0 mmol) and HOBT (3.4 g, 25.0 mmol) were dissolved in DCM (200 mL) and stirred for 5 mins. EDCI (6.0 g, 31.0 mmol) was added, the reaction stirred for 24 hours and evaporated under reduced pressure. EtOAc (150 mL) was added and the mixture filtered, washed with water (2×200 mL), brine (200 mL), dried (MgSO4) and the v...